Dataset: the Open Reaction Database (ORD), a public repository of structured organic reaction records. Task: describe an organic reaction: reactants, conditions, products, and yield Reactants: C, CCO, [H][H], COc1ccc(C(=O)N2CCN(c3ccc(N)c(C=CC(=O)O)c3)CC2)cc1OC, O, [Pd]. Yields the product COc1ccc(C(=O)N2CCN(c3ccc(N)c(CCC(=O)O)c3)CC2)cc1OC. As a reaction SMILES: [C:36].[CH3:31][CH2:32][OH:33].[H:34][H:35].[NH2:1][c:2]1[c:3]([CH:4]=[CH:5][C:6](=[O:7])[OH:8])[cH:9][c:10]([N:13]2[CH2:14][CH2:15][N:16]([C:19]([c:20]3[cH:21][c:22]([O:28][CH3:29])[c:23]([O:26][CH3:27])[cH:24][cH:25]3)=[O:30])[CH2:17][CH2:18]2)[cH:11][cH:12]1.[OH2:38].[Pd:37]>>[NH2:1][c:2]1[c:3]([CH2:4][CH2:5][C:6](=[O:7])[OH:8])[cH:9][c:10]([N:13]2[CH2:14][CH2:15][N:16]([C:19]([c:20]3[cH:21][c:22]([O:28][CH3:29])[c:23]([O:26][CH3:27])[cH:24][cH:25]3)=[O:30])[CH2:17][CH2:18]2)[cH:11][cH:12]1. The reactants are FC1=C(C=CC=C1)C1=NC2=CC=C3C(=C2C(C1)=O)OCO3 (2-(2-Fluorophenyl)-5,6-methylenedioxyquinolin-4-one). The reagents and catalysts are [Pd] (Pd/C). Run in CO (MeOH). Yields the product FC1=C(C=CC=C1)C1=NC2=CC=C(C(=C2C(C1)=O)O)O (2-(2-Fluorophenyl)-5,6-dihydroxyquinolin-4-one). Isolated yield 13.7%. Reaction SMILES: [F:1][C:2]1[CH:7]=[CH:6][CH:5]=[CH:4][C:3]=1[C:8]1[CH2:17][C:16](=[O:18])[C:15]2[C:10](=[CH:11][CH:12]=[C:13]3[O:21]C[O:19][C:14]3=2)[N:9]=1>CO.[Pd]>[F:1][C:2]1[CH:7]=[CH:6][CH:5]=[CH:4][C:3]=1[C:8]1[CH2:17][C:16](=[O:18])[C:15]2[C:10](=[CH:11][CH:12]=[C:13]([OH:21])[C:14]=2[OH:19])[N:9]=1. Procedure: To a solution of 19 (0.1 g, 0.35 mmol) in anhydrous MeOH (30 mL) was hydrogenated in the presence of 10% Pd/C (0.2 g) at 25±2° C. for 40 h. The catalyst was filtered off and the filtrate was evaporated. The crude was purified by column chromatography (SiO2, EtOAc: MeOH=30:1) to give 40. White solid; yield: 13.7%; mp 152-154° C.; MS (EI, 70 eV): m/z 271 (M+); IR (KBr): 1622.13 (C═O) cm−1; 1H-NMR (DMSO-d6, 200 MHz): δ 6.03 (s, 1H), 7.15 (d, J=8.8 Hz, 1H), 7.30-7.70 (m, 6H), 9.72 (s, 1H), 11.76 (s,... Reactants: CCNc1nc2cc3c(cc2[n+]([O-])n1)CCN(C)C3, ClCCl, O=C(O)C(F)(F)F, O=C(OC(=O)C(F)(F)F)C(F)(F)F, N, OO. The product is CCNc1n[n+]([O-])c2cc3c(cc2[n+]1[O-])CN(C)CC3. RXN SMILES: [CH2:16]([CH3:17])[NH:18][c:19]1[n:20][n+:21]([O-:34])[c:22]2[cH:23][c:24]3[c:29]([cH:30][c:31]2[n:32]1)[CH2:28][N:27]([CH3:33])[CH2:26][CH2:25]3.[Cl:42][CH2:43][Cl:44].[F:35][C:36]([F:37])([F:38])[C:39]([OH:40])=[O:41].[F:3][C:4]([F:5])([F:7])[C:8](=[O:6])[O:9][C:10](=[O:11])[C:12]([F:13])([F:14])[F:15].[NH3:45].[OH:1][OH:2]>>[O-:6][n+:32]1[c:19]([NH:18][CH2:16][CH3:17])[n:20][n+:21]([O-:34])[c:22]2[cH:23][c:24]3[c:29]([cH:30][c:31]21)[CH2:28][N:27]([CH3:33])[CH2:26][CH2:25]3.